From a dataset of the Open Reaction Database (ORD), a public repository of structured organic reaction records. describe an organic reaction: reactants, conditions, products, and yield Starting materials: [N+](=O)([O-])C=1C=C2C(=NNC2=CC1)C1CCN(CC1)C (5-nitro-3-(1-methylpiperidin-4-yl)-1H-indazole), Cl (hydrochloric acid), O (water). The reagents and catalysts are [Pd] (Palladium). Run in CO (methanol). Reaction conditions: time 24 hour. Product: NC=1C=C2C(=NNC2=CC1)C1CCN(CC1)C (5-Amino-3-(1-Methylpiperidin-4-yl)-1H-Indazole). The yield is 103.0%. RXN SMILES: [N+:1]([C:4]1[CH:5]=[C:6]2[C:10](=[CH:11][CH:12]=1)[NH:9][N:8]=[C:7]2[CH:13]1[CH2:18][CH2:17][N:16]([CH3:19])[CH2:15][CH2:14]1)([O-])=O.Cl.O>[Pd].CO>[NH2:1][C:4]1[CH:5]=[C:6]2[C:10](=[CH:11][CH:12]=1)[NH:9][N:8]=[C:7]2[CH:13]1[CH2:18][CH2:17][N:16]([CH3:19])[CH2:15][CH2:14]1. Reported procedure: A mixture of 5-nitro-3-(1-methylpiperidin-4-yl)-1H-indazole (287 mg, 1.1 mmol), 5N aqueous hydrochloric acid (0.5 mL), water (5ml), and methanol (15 mL) was warmed to give a homogeneous solution. Palladium (86 mg, 5% on carbon) was added to the solution and the resulting mixture was stirred under an atmosphere of hydrogen gas for 24 hours. The palladium catalyst was filtered and the filtrate was concentrated in vacuo. The residue was slurried in methylene chloride and 5N aqueous sodium hydroxide... Reactants: [N+](=O)([O-])C=1C=CC=C2C(=CC=NC12)OS(=O)(=O)C(F)(F)F (8-nitro-4-(trifluoromethanesulfonyloxy)quinoline), C(CCC)[Sn](C=C)(CCCC)CCCC (tri-n-butyl(vinyl)tin), [Cl-].[Li+] (lithium chloride). Reagents/catalysts: C=1C=CC(=CC1)[P](C=2C=CC=CC2)(C=3C=CC=CC3)[Pd]([P](C=4C=CC=CC4)(C=5C=CC=CC5)C=6C=CC=CC6)([P](C=7C=CC=CC7)(C=8C=CC=CC8)C=9C=CC=CC9)[P](C=1C=CC=CC1)(C=1C=CC=CC1)C=1C=CC=CC1 (tetrakis(triphenylphosphine)palladium(0)). Solvent: O1CCOCC1 (dioxane). Conditions: time 1 hour. The product is [N+](=O)([O-])C=1C=CC=C2C(=CC=NC12)C=C (8-nitro-4-vinylquinoline). The yield is 64.1%. RXN SMILES: [N+:1]([C:4]1[CH:5]=[CH:6][CH:7]=[C:8]2[C:13]=1[N:12]=[CH:11][CH:10]=[C:9]2OS(C(F)(F)F)(=O)=O)([O-:3])=[O:2].[CH2:22]([Sn](CCCC)(CCCC)C=C)[CH2:23]CC.[Cl-].[Li+]>O1CCOCC1.C1C=CC([P]([Pd]([P](C2C=CC=CC=2)(C2C=CC=CC=2)C2C=CC=CC=2)([P](C2C=CC=CC=2)(C2C=CC=CC=2)C2C=CC=CC=2)[P](C2C=CC=CC=2)(C2C=CC=CC=2)C2C=CC=CC=2)(C2C=CC=CC=2)C2C=CC=CC=2)=CC=1>[N+:1]([C:4]1[CH:5]=[CH:6][CH:7]=[C:8]2[C:13]=1[N:12]=[CH:11][CH:10]=[C:9]2[CH:22]=[CH2:23])([O-:3])=[O:2] |f:2.3,^1:48,50,69,88|. Procedure: A mixture of 8-nitro-4-(trifluoromethanesulfonyloxy)quinoline (6.0 g), tri-n-butyl(vinyl)tin (6.49 g), tetrakis(triphenylphosphine)palladium(0) (1.08 g) and lithium chloride (2.37 g) in dioxane (120 ml) was refluxed for 1.5 hours. The mixture was concentrated in vacuo, and ethyl acetate (200 ml) was added to the residue. The mixture was stirred for 1 hour, and insoluble material was filtered off. The residue was purified by flash chromatography (ethyl acetate-n-hexane) to give 8-nitro-4-vinylqui... Starting materials: ClC1=CC(=CN(C1=O)C)NC(C=1C(=NN(C1)C)C(=O)O)C1=CC=C(C=C1)Cl (4-((5-chloro-1-methyl-6-oxo-1,6-dihydropyridin-3-ylamino)(4-chlorophenyl)methyl)-1-methyl-1H-pyrazole-3-carboxylic acid). Run in C(Cl)Cl.CO (CH2Cl2 MeOH). Yields the product ClC1=CC(=CN(C1=O)C)N1C(C2=NN(C=C2C1C1=CC=C(C=C1)Cl)C)=O (5-(5-chloro-1-methyl-6-oxo-1,6-dihydropyridin-3-yl)-4-(4-chlorophenyl)-2-methyl-4,5-dihydropyrrolo[3,4-c]pyrazol-6(2H)-one). Reaction SMILES: [Cl:1][C:2]1[C:7](=[O:8])[N:6]([CH3:9])[CH:5]=[C:4]([NH:10][CH:11]([C:21]2[CH:26]=[CH:25][C:24]([Cl:27])=[CH:23][CH:22]=2)[C:12]2[C:13]([C:18](O)=[O:19])=[N:14][N:15]([CH3:17])[CH:16]=2)[CH:3]=1>C(Cl)Cl.CO>[Cl:1][C:2]1[C:7](=[O:8])[N:6]([CH3:9])[CH:5]=[C:4]([N:10]2[CH:11]([C:21]3[CH:26]=[CH:25][C:24]([Cl:27])=[CH:23][CH:22]=3)[C:12]3[C:13](=[N:14][N:15]([CH3:17])[CH:16]=3)[C:18]2=[O:19])[CH:3]=1 |f:1.2|. Procedure details: The title compound was prepared in analogy to the procedure described in Example 1 using 4-((5-chloro-1-methyl-6-oxo-1,6-dihydropyridin-3-ylamino)(4-chlorophenyl)methyl)-1-methyl-1H-pyrazole-3-carboxylic acid (Step 10.4). tR: 3.65 min (HPLC 1); tR: 0.82 min (LC-MS 2): ESI-MS: 389/391 [M+H]+ (LC-MS 2); Rf=0.56 (CH2Cl2/MeOH 9:1); 1H NMR (400 MHz, DMSO-d6) δ ppm 3.45 (s, 3H) 3.98 (s, 3H) 6.21 (s, 1H) 7.26 (d, J=8.4 Hz, 2H) 7.38 (d, J=8.4 Hz, 2H) 7.79 (s, 1H) 7.90-8.04 (m, 2H). Starting materials: C1COCCO1, Cc1ccc(S(=O)(=O)n2c(C)cc3nc(NNC(=O)OC(C)(C)C)cnc32)cc1, Cl. Product: Cc1ccc(S(=O)(=O)n2c(C)cc3nc(NN)cnc32)cc1. RXN SMILES: [CH2:31]1[O:32][CH2:33][CH2:34][O:35][CH2:36]1.[CH3:1][c:2]1[cH:3][c:4]2[c:5]([n:6][cH:7][c:8]([NH:10][NH:11][C:12]([O:13][C:14]([CH3:15])([CH3:16])[CH3:17])=[O:18])[n:9]2)[n:19]1[S:20](=[O:21])(=[O:22])[c:23]1[cH:24][cH:25][c:26]([CH3:27])[cH:28][cH:29]1.[ClH:30]>>[CH3:1][c:2]1[cH:3][c:4]2[c:5]([n:6][cH:7][c:8]([NH:10][NH2:11])[n:9]2)[n:19]1[S:20](=[O:21])(=[O:22])[c:23]1[cH:24][cH:25][c:26]([CH3:27])[cH:28][cH:29]1. Starting materials: BrCCCCCOCc1ccccc1, Oc1cccc(Br)c1, [Li]C(C)(C)C, CCCCCOCCCCC, Oc1cccc(CCCCCOCc2ccccc2)c1, CCO, C1CCOC1. Product: CCCCCOCCCCC, OCCCCCc1cccc(O)c1. RXN SMILES: [Br:25][CH2:26][CH2:27][CH2:28][CH2:29][CH2:30][O:31][CH2:32][c:33]1[cH:34][cH:35][cH:36][cH:37][cH:38]1.[Br:6][c:7]1[cH:8][c:9]([OH:10])[cH:11][cH:12][cH:13]1.[C:1]([Li:2])([CH3:3])([CH3:4])[CH3:5].[CH2:14]([CH2:15][CH2:16][CH2:17][CH3:18])[O:19][CH2:20][CH2:21][CH2:22][CH2:23][CH3:24].[CH2:39]([c:40]1[cH:41][cH:42][cH:43][cH:44][cH:45]1)[O:46][CH2:47][CH2:48][CH2:49][CH2:50][CH2:51][c:52]1[cH:53][c:54]([OH:58])[cH:55][cH:56][cH:57]1.[CH3:59][CH2:60][OH:61].[O:62]1[CH2:63][CH2:64][CH2:65][CH2:66]1>>[CH2:14]([CH2:15][CH2:16][CH2:17][CH3:18])[O:19][CH2:20][CH2:21][CH2:22][CH2:23][CH3:24].[OH:46][CH2:47][CH2:48][CH2:49][CH2:50][CH2:51][c:52]1[cH:53][c:54]([OH:58])[cH:55][cH:56][cH:57]1. The reactants are C1(=CC=CC=C1)C(C1=C(N(C2=CC=CC=C12)C)C(=O)O)C1=CC=C(C=C1)N(C)C ((phenyl)(4-dimethylaminophenyl)(1-methyl-2-carboxyindol-3-yl]methane), C1(=CC=CC=C1)C (toluene). As a reaction SMILES: C1([CH:7](C2C=CC(N(C)C)=CC=2)[C:8]2[C:16]3[C:11](=[CH:12][CH:13]=[CH:14][CH:15]=3)[N:10]([CH3:17])[C:9]=2[C:18]([OH:20])=[O:19])C=CC=CC=1.[C:30]1(C)[CH:35]=[CH:34][CH:33]=[CH:32][CH:31]=1>>[C:11]1([C:14]2[C:15]([C:33]3[CH:32]=[CH:31][C:30]([N:10]([CH3:17])[CH3:9])=[CH:35][CH:34]=3)=[C:16]3[C:11](=[CH:12][CH:13]=2)[N:10]([CH3:17])[C:9]([C:18]([OH:20])=[O:19])=[C:8]3[CH3:7])[CH:16]=[CH:15][CH:14]=[CH:13][CH:12]=1. Procedure: With stirring a mixture of 325.0 ml of ethanol, 47.5 g of [(phenyl)(4-dimethylaminophenyl)(4-methylphenylsulfonyl)]methane, 25.0 ml of 1-methylindol-2-carboxylic acid and 13.0 ml of concentrated hydrochloric acid was heated at reflux temperature for approximately twenty-two hours. The resultant solution was poured slowly into approximately 300.0 ml of cold water. The resulting suspension was extracted with approximately 500.0 ml of toluene. The toluene layer was separated and washed consecutivel... Run at temperature 40 celsius, time 1 hour. Product: C1(=CC=CC=C1)C=1C(=C2C(=C(N(C2=CC1)C)C(=O)O)C)C1=CC=C(C=C1)N(C)C ([(phenyl)(4-dimethylaminophenyl)(1-methyl-2-carboxyindol-3-yl)]methane). Starting materials: [Al+3].[Cl-].[Cl-].[Cl-] (AlCl3), C(C)(C)C1C(C(C2=CC(=CC=C12)C)(C)C)C (1-isopropyl-2,3,3,5-tetramethyl indan), C(CC)(=O)Cl (propionyl chloride). Solvent: [N+](=O)([O-])C (nitromethane). Conditions: time 1 hour. Yields the product C(CC)(=O)C1=C(C=C2C(C(C(C2=C1)C(C)C)C)(C)C)C (6-propionyl-1-isopropyl-2,3,3,5-tetramethyl indan). Isolated yield 80.0%. As a reaction SMILES: [Al+3].[Cl-].[Cl-].[Cl-].[CH:5]([CH:8]1[C:16]2[C:11](=[CH:12][C:13]([CH3:17])=[CH:14][CH:15]=2)[C:10]([CH3:19])([CH3:18])[CH:9]1[CH3:20])([CH3:7])[CH3:6].[C:21](Cl)(=[O:24])[CH2:22][CH3:23]>[N+](C)([O-])=O>[C:21]([C:14]1[CH:15]=[C:16]2[C:11]([C:10]([CH3:19])([CH3:18])[CH:9]([CH3:20])[CH:8]2[CH:5]([CH3:7])[CH3:6])=[CH:12][C:13]=1[CH3:17])(=[O:24])[CH2:22][CH3:23] |f:0.1.2.3|. Reported procedure: At 0°-5° C. a solution of 4 g AlCl3 in 50 ml nitromethane is added to a mixture of 6 g 1-isopropyl-2,3,3,5-tetramethyl indan (obtained according to example I or II) and 25 g propionyl chloride. Then the reaction mixture is stirred at room temperature during one hour and poured out into ice and extracted three times with ether. The solution in ether is washed neutral, dried and evaporated. The residue is distilled under diminished pressure to obtain 6-propionyl-1-isopropyl-2,3,3,5-tetramethyl ind... The reactants are C1(NCCCCCCCCCCC1)=O (2-azacyclotridecanone), P(=O)(Cl)(Cl)Cl (phosphorus oxychloride), Cl.C1(=CC=CC=C1)[C@@H]1[C@@H](CCC1)N (cis-2-phenylcyclopentylamine hydrochloride). Solvent: C1=CC=CC=C1 (benzene). Conditions: time 2 hour. Yields the product Cl.C1(=CC=CC=C1)[C@@H]1[C@@H](CCC1)N=C1NCCCCCCCCCCC1 (2-[(cis-2-Phenylcyclopentyl)imino]azacyclotridecane hydrochloride). Reaction SMILES: [C:1]1(=O)[CH2:13][CH2:12][CH2:11][CH2:10][CH2:9][CH2:8][CH2:7][CH2:6][CH2:5][CH2:4][CH2:3][NH:2]1.P(Cl)(Cl)([Cl:17])=O.Cl.[C:21]1([C@H:27]2[CH2:31][CH2:30][CH2:29][C@H:28]2[NH2:32])[CH:26]=[CH:25][CH:24]=[CH:23][CH:22]=1>C1C=CC=CC=1>[ClH:17].[C:21]1([C@H:27]2[CH2:31][CH2:30][CH2:29][C@H:28]2[N:32]=[C:1]2[CH2:13][CH2:12][CH2:11][CH2:10][CH2:9][CH2:8][CH2:7][CH2:6][CH2:5][CH2:4][CH2:3][NH:2]2)[CH:26]=[CH:25][CH:24]=[CH:23][CH:22]=1 |f:2.3,5.6|. Reported procedure: To 21.7 g of 2-azacyclotridecanone in 200 ml of dry benzene was added dropwise 15.3 g of phosphorus oxychloride. The mixture was stirred at room temperature for 4 hours after which 19.8 g of cis-2-phenylcyclopentylamine hydrochloride was added. The reaction mixture was stirred at room temperature for 2 hours and refluxed for 24 hours. The resulting homogeneous solution was washed with 2 N NaOH, 2 N HCl and saturated NaCl solution, dried over sodium sulfate and the solvent evaporated. The resulti... The reactants are C(#N)C1=NC(=NC(=N1)OC)OC (2-cyano-4,6-dimethoxy-1,3,5-triazine), Cl (hydrochloric acid). The reagents and catalysts are [Pd] (palladium-on-carbon). Run in CO (methanol). Conditions: time 4 hour. Yields the product NCC1=NC(=NC(=N1)OC)OC (2-aminomethyl-4,6-dimethoxy-1,3,5-triazine). Isolated yield 36.6%. As a reaction SMILES: [C:1]([C:3]1[N:8]=[C:7]([O:9][CH3:10])[N:6]=[C:5]([O:11][CH3:12])[N:4]=1)#[N:2].Cl>[Pd].CO>[NH2:2][CH2:1][C:3]1[N:4]=[C:5]([O:11][CH3:12])[N:6]=[C:7]([O:9][CH3:10])[N:8]=1. Reported procedure: A mixture of 6.4 g of the product from Example 3, 0.69 g, 10% palladium-on-carbon catalyst, and 3 ml of concentrated hydrochloric acid in 140 ml methanol was shaken under an atmosphere of hydrogen at 50 p.s.i. on a Parr Hydrogenation Apparatus. After approximately 4 hours, the solution was filtered through a pad of Celite and the filtrate was concentrated in vacuo. The residue was diluted with water and, after being washed with several small portions of ether, the aqueous layer was made strongly... The reactants are BrCCCN1C=C(C2=CC(=CC=C12)F)N1C(NN=C1C1=CN(C2=CC=C(C=C12)F)C)=O (4-[1-(3-Bromopropyl)-5-fluoro-indol-3-yl]-5-(5-fluoro-1-methyl-indol-3-yl)-2,4-dihydro-[1,2,4]triazol-3-one), NC(=S)N (thiourea). Run in C(C)O (ethanol). Run at temperature 75 celsius, time 4 hour. The product is Br.FC=1C=C2C(=CN(C2=CC1)CCCSC(N)=N)N1C(=NNC1=O)C1=CN(C2=CC=C(C=C12)F)C (2-(3-{5-Fluoro-3-[3-(5-fluoro-1-methyl-indol-3-yl)-5-oxo-1,5-dihydro-[1,2,4]triazol-4-yl]-indol-1-yl}-propyl)-isothiourea hydrobromide). Yield: 83.4%. Reaction SMILES: [Br:1][CH2:2][CH2:3][CH2:4][N:5]1[C:13]2[C:8](=[CH:9][C:10]([F:14])=[CH:11][CH:12]=2)[C:7]([N:15]2[C:19]([C:20]3[C:28]4[C:23](=[CH:24][CH:25]=[C:26]([F:29])[CH:27]=4)[N:22]([CH3:30])[CH:21]=3)=[N:18][NH:17][C:16]2=[O:31])=[CH:6]1.[NH2:32][C:33]([NH2:35])=[S:34]>C(O)C>[BrH:1].[F:14][C:10]1[CH:9]=[C:8]2[C:13](=[CH:12][CH:11]=1)[N:5]([CH2:4][CH2:3][CH2:2][S:34][C:33](=[NH:32])[NH2:35])[CH:6]=[C:7]2[N:15]1[C:16](=[O:31])[NH:17][N:18]=[C:19]1[C:20]1[C:28]2[C:23](=[CH:24][CH:25]=[C:26]([F:29])[CH:27]=2)[N:22]([CH3:30])[CH:21]=1 |f:3.4|. Reported procedure: In a vial was added the compound obtained in Example 18 (0.064 g, 0.13 mmol), thiourea (0.030 g, 0.39 mmol) and ethanol (99.5%, 1.5 mL). The vial was sealed and heated with stirring at 75° C. for 4 hours. The solvent was evaporated and the residue was purified on silica (dichloromethane-methanol, 95:5 to 90:10), giving 0.061 g (82%) of the title compound as a white solid.